The task is: describe an organic reaction: reactants, conditions, products, and yield. This data is from the Open Reaction Database (ORD), a public repository of structured organic reaction records. The reactants are CC1=C(N)C=C(C=C1)C=1N=C2C=CC(=NN2C1)C=1C(=NC=CC1)C(F)(F)F (2-methyl-5-[6-[2-(trifluoromethyl)-3-pyridyl]imidazo[2,1-f]pyridazin-2-yl]aniline), BrC=1C=C(C(=O)Cl)C=CC1 (3-bromobenzoyl chloride), N1=CC=CC=C1 (pyridine). Run in CC#N (MeCN). Conditions: time 18 hour. The product is BrC=1C=C(C(=O)NC2=C(C=CC(=C2)C=2N=C3C=CC(=NN3C2)C=2C(=NC=CC2)C(F)(F)F)C)C=CC1 (3-bromo-N-[2-methyl-5-[6-[2-(trifluoromethyl)-3-pyridyl]imidazo[2,1-f]pyridazin-2-yl]phenyl]benzamide). Isolated yield 80.0%. RXN SMILES: [CH3:1][C:2]1[CH:8]=[CH:7][C:6]([C:9]2[N:10]=[C:11]3[N:16]([CH:17]=2)[N:15]=[C:14]([C:18]2[C:19]([C:24]([F:27])([F:26])[F:25])=[N:20][CH:21]=[CH:22][CH:23]=2)[CH:13]=[CH:12]3)=[CH:5][C:3]=1[NH2:4].[Br:28][C:29]1[CH:30]=[C:31]([CH:35]=[CH:36][CH:37]=1)[C:32](Cl)=[O:33].N1C=CC=CC=1>CC#N>[Br:28][C:29]1[CH:30]=[C:31]([CH:35]=[CH:36][CH:37]=1)[C:32]([NH:4][C:3]1[CH:5]=[C:6]([C:9]2[N:10]=[C:11]3[N:16]([CH:17]=2)[N:15]=[C:14]([C:18]2[C:19]([C:24]([F:25])([F:27])[F:26])=[N:20][CH:21]=[CH:22][CH:23]=2)[CH:13]=[CH:12]3)[CH:7]=[CH:8][C:2]=1[CH3:1])=[O:33]. Procedure details: A 20 mL vial is charged with 2-methyl-5-[6-[2-(trifluoromethyl)-3-pyridyl]imidazo[2,1-f]pyridazin-2-yl]aniline (0.444 g, 1.2 mmol), 3-bromobenzoyl chloride (0.378 mL, 1.8 mol), pyridine (0.292 mL, 3.6 mmol), MeCN (4 mL) and the mixture is stirred at room temperature for 18 hr. The reaction mixture is concentrated onto celite and purified by silica gel chromatography (0-100% EtOAc in CH2Cl2) to give the title compound (530 mg). LCMS (m/z)=552.3 and 554.3 [M+H]+, tR=3.04 min. Reactants: COc1ccc2[nH]cc(C3CCNCC3)c2c1, C1COCCO1, CN(C)C1(c2ccccc2)CCC(NC(=O)Oc2ccccc2)CC1. Yields the product COc1ccc2[nH]cc(C3CCN(C(=O)NC4CCC(c5ccccc5)(N(C)C)CC4)CC3)c2c1. Reaction SMILES: [CH3:26][O:27][c:28]1[cH:29][c:30]2[c:31]([CH:37]3[CH2:38][CH2:39][NH:40][CH2:41][CH2:42]3)[cH:32][nH:33][c:34]2[cH:35][cH:36]1.[O:43]1[CH2:44][CH2:45][O:46][CH2:47][CH2:48]1.[c:1]1([O:2][C:8]([NH:9][CH:10]2[CH2:11][CH2:12][C:13]([c:16]3[cH:17][cH:18][cH:19][cH:20][cH:21]3)([N:22]([CH3:23])[CH3:24])[CH2:14][CH2:15]2)=[O:25])[cH:3][cH:4][cH:5][cH:6][cH:7]1>>[C:8]([NH:9][CH:10]1[CH2:11][CH2:12][C:13]([c:16]2[cH:17][cH:18][cH:19][cH:20][cH:21]2)([N:22]([CH3:23])[CH3:24])[CH2:14][CH2:15]1)(=[O:25])[N:40]1[CH2:39][CH2:38][CH:37]([c:31]2[c:30]3[cH:29][c:28]([O:27][CH3:26])[cH:36][cH:35][c:34]3[nH:33][cH:32]2)[CH2:42][CH2:41]1.